This data is from the Open Reaction Database (ORD), a public repository of structured organic reaction records. The task is: describe an organic reaction: reactants, conditions, products, and yield Starting materials: C(=O)O (formic acid), [OH-].[Na+] (sodium hydroxide), FC1=CC=C(C=C1)C1=CC=C(C=C1)C(CCC(=O)O)=O (4-(4'-fluoro-4-biphenylyl)-4-oxo-butyric acid), S(O)(O)(=O)=O (sulfuric acid), ice water. Run in CCOCC (ether), O1CCCC1 (tetrahydrofuran), O1CCCC1 (tetrahydrofuran). Conditions: temperature -20 celsius. Yields the product FC1=CC=C(C=C1)C1=CC=C(C=C1)C(CCC(=O)O)O (4-(4'-Fluoro-4-biphenylyl)-4-hydroxy-butyric acid). Reaction SMILES: [F:1][C:2]1[CH:7]=[CH:6][C:5]([C:8]2[CH:13]=[CH:12][C:11]([C:14](=[O:20])[CH2:15][CH2:16][C:17]([OH:19])=[O:18])=[CH:10][CH:9]=2)=[CH:4][CH:3]=1.S(=O)(=O)(O)O.[OH-].[Na+].C(O)=O>O1CCCC1.CCOCC>[F:1][C:2]1[CH:3]=[CH:4][C:5]([C:8]2[CH:13]=[CH:12][C:11]([CH:14]([OH:20])[CH2:15][CH2:16][C:17]([OH:19])=[O:18])=[CH:10][CH:9]=2)=[CH:6][CH:7]=1 |f:2.3|. Procedure: To a solution of 2.75 gm (0.01 mol) of 4-(4'-fluoro-4-biphenylyl)-4-oxo-butyric acid in 50 ml of absolute tetrahydrofuran 0.20 gm (0.005 mol) of lithiumaluminumhydride in 50 ml of absolute tetrahydrofuran was added dropwide, while stirring and cooling at -20° C. After stirring for 4 hours at -20° C., the reaction mixture was poured into ice water and acidified with aqueous 50% sulfuric acid. Subsequently, the mixture was made alkaline by adding aqueous 20% sodium hydroxide, and was again acidifi... Product: CC(C)(C)OC(=O)CCC(NC(=O)c1ccc(NC(=O)CCSCC(COC(=O)CCCCCCCCCCCc2ccccc2)OC(=O)CCCCCCCCCCCc2ccccc2)cc1)C(=O)OC(C)(C)C. Reactants: CC(C)(C)OC(=O)CCC(NC(=O)c1ccc(N)cc1)C(=O)OC(C)(C)C, ClP(Cl)Cl, O=C(O)CCSCC(COC(=O)CCCCCCCCCCCc1ccccc1)OC(=O)CCCCCCCCCCCc1ccccc1, c1ccncc1. RXN SMILES: [C:50]([CH3:51])([CH3:52])([CH3:53])[O:54][C:55]([CH:56]([NH:57][C:58]([c:59]1[cH:60][cH:61][c:62]([NH2:65])[cH:63][cH:64]1)=[O:66])[CH2:67][CH2:68][C:69](=[O:70])[O:71][C:72]([CH3:73])([CH3:74])[CH3:75])=[O:76].[Cl:83][P:84]([Cl:85])[Cl:86].[c:1]1([CH2:7][CH2:8][CH2:9][CH2:10][CH2:11][CH2:12][CH2:13][CH2:14][CH2:15][CH2:16][CH2:17][C:18](=[O:19])[O:20][CH:21]([CH2:22][S:23][CH2:24][CH2:25][C:26](=[O:27])[OH:28])[CH2:29][O:30][C:31]([CH2:32][CH2:33][CH2:34][CH2:35][CH2:36][CH2:37][CH2:38][CH2:39][CH2:40][CH2:41][CH2:42][c:43]2[cH:44][cH:45][cH:46][cH:47][cH:48]2)=[O:49])[cH:2][cH:3][cH:4][cH:5][cH:6]1.[cH:77]1[cH:78][cH:79][n:80][cH:81][cH:82]1>>[c:1]1([CH2:7][CH2:8][CH2:9][CH2:10][CH2:11][CH2:12][CH2:13][CH2:14][CH2:15][CH2:16][CH2:17][C:18](=[O:19])[O:20][CH:21]([CH2:22][S:23][CH2:24][CH2:25][C:26](=[O:27])[NH:65][c:62]2[cH:61][cH:60][c:59]([C:58]([NH:57][CH:56]([C:55]([O:54][C:50]([CH3:51])([CH3:52])[CH3:53])=[O:76])[CH2:67][CH2:68][C:69](=[O:70])[O:71][C:72]([CH3:73])([CH3:74])[CH3:75])=[O:66])[cH:64][cH:63]2)[CH2:29][O:30][C:31]([CH2:32][CH2:33][CH2:34][CH2:35][CH2:36][CH2:37][CH2:38][CH2:39][CH2:40][CH2:41][CH2:42][c:43]2[cH:44][cH:45][cH:46][cH:47][cH:48]2)=[O:49])[cH:2][cH:3][cH:4][cH:5][cH:6]1.